This data is from the Open Reaction Database (ORD), a public repository of structured organic reaction records. The task is: describe an organic reaction: reactants, conditions, products, and yield Starting materials: CC(C(F)(F)F)CF (2-methyl-1,1,1,3-tetrafluoropropane), S(O)(O)(=O)=O (sulfuric acid). The solvent is O (water). Product: CC(C(F)(F)F)(CF)O (2-methyl-1,1,1,3-tetrafluoro-2-propanol). As a reaction SMILES: [CH3:1][CH:2]([CH2:7][F:8])[C:3]([F:6])([F:5])[F:4].S(=O)(=O)(O)[OH:10]>O>[CH3:1][C:2]([OH:10])([CH2:7][F:8])[C:3]([F:6])([F:5])[F:4]. Procedure details: As another example, 2-methyl-1,1,1,3-tetrafluoro-2-propanol may be prepared by reacting commercially available methacrylic acid with hydrogen fluoride to form 2-methyl-3-fluoropropanoic acid which may then be fluorinated to form 2-methyl-1,1,1,3-tetrafluoropropane. The 2-methyl-1,1,1,3-tetrafluoropropane may then be dehydrogenated and reacted with sulfuric acid and then water to form 2-methyl-1,1,1,3-tetrafluoro-2-propanol.